This data is from the Open Reaction Database (ORD), a public repository of structured organic reaction records. The task is: describe an organic reaction: reactants, conditions, products, and yield Reactants: [OH-].[Na+] (sodium hydroxide), Cl.N1CCC(CC1)CN1C=CC2=CC=CC(=C12)C(=O)N[C@@H](C)C1=CC=C(C(=O)OC)C=C1 (methyl 4-[(1S)-1-({[1-(piperidin-4-ylmethyl)-1H-indol-7-yl]carbonyl}amino)ethyl]benzoate hydrochloride), C(C)(=O)O[BH-](OC(C)=O)OC(C)=O.[Na+] (sodium triacetoxyborohydride), C(C1=CC=CC=C1)=O (benzaldehyde). Solvent: ClCCl (dichloromethane), O (water). Conditions: time 3 day. The product is C(C1=CC=CC=C1)N1CCC(CC1)CN1C=CC2=CC=CC(=C12)C(=O)N[C@@H](C)C1=CC=C(C(=O)OC)C=C1 (methyl 4-{(1S)-1-[({1-[(1-benzyl piperidin-4-yl)methyl]-1H-indol-7-yl}carbonyl)amino]ethyl}benzoate). The yield is 72.2%. RXN SMILES: Cl.[NH:2]1[CH2:7][CH2:6][CH:5]([CH2:8][N:9]2[C:17]3[C:12](=[CH:13][CH:14]=[CH:15][C:16]=3[C:18]([NH:20][C@H:21]([C:23]3[CH:32]=[CH:31][C:26]([C:27]([O:29][CH3:30])=[O:28])=[CH:25][CH:24]=3)[CH3:22])=[O:19])[CH:11]=[CH:10]2)[CH2:4][CH2:3]1.C(O[BH-](OC(=O)C)OC(=O)C)(=O)C.[Na+].[CH:47](=O)[C:48]1[CH:53]=[CH:52][CH:51]=[CH:50][CH:49]=1.[OH-].[Na+]>O.ClCCl>[CH2:47]([N:2]1[CH2:3][CH2:4][CH:5]([CH2:8][N:9]2[C:17]3[C:12](=[CH:13][CH:14]=[CH:15][C:16]=3[C:18]([NH:20][C@H:21]([C:23]3[CH:24]=[CH:25][C:26]([C:27]([O:29][CH3:30])=[O:28])=[CH:31][CH:32]=3)[CH3:22])=[O:19])[CH:11]=[CH:10]2)[CH2:6][CH2:7]1)[C:48]1[CH:53]=[CH:52][CH:51]=[CH:50][CH:49]=1 |f:0.1,2.3,5.6|. Procedure: To a mixture of methyl 4-[(1S)-1-({[1-(piperidin-4-ylmethyl)-1H-indol-7-yl]carbonyl}amino)ethyl]benzoate hydrochloride (150 mg) and dichloromethane (2.0 mL) were added sodium triacetoxyborohydride (210 mg) and benzaldehyde (70 mg) at room temperature, followed by stirring for 3 days. To the reaction mixture was added water. In addition, the mixture was alkalified by adding a 1 M aqueous sodium hydroxide solution and extracted with ethyl acetate. The organic layer was washed with saturated brine ... Reactants: NC1=C(C(=O)OCC(CCCC)CC)C=C(C=C1C)Br (2-ethylhexyl 2-amino-5-bromo-3-methylbenzoate), [Cu](C#N)C#N (copper cyanide). Solvent: CN(C(C)=O)C (N,N-dimethylacetamide). Product: NC1=C(C(=O)OCC(CCCC)CC)C=C(C=C1C)C#N (2-ethylhexyl 2-amino-5-cyano-3-methylbenzoate). Yield: 86.1%. Reaction SMILES: [NH2:1][C:2]1[C:18]([CH3:19])=[CH:17][C:16](Br)=[CH:15][C:3]=1[C:4]([O:6][CH2:7][CH:8]([CH2:13][CH3:14])[CH2:9][CH2:10][CH2:11][CH3:12])=[O:5].[Cu](C#N)[C:22]#[N:23]>CN(C)C(=O)C>[NH2:1][C:2]1[C:18]([CH3:19])=[CH:17][C:16]([C:22]#[N:23])=[CH:15][C:3]=1[C:4]([O:6][CH2:7][CH:8]([CH2:13][CH3:14])[CH2:9][CH2:10][CH2:11][CH3:12])=[O:5]. Procedure: The above-described method (Example 2) was repeated to react 2-ethylhexyl 2-amino-5-bromo-3-methylbenzoate (2.00 g, 5.84 mmol) with copper cyanide (0.53 g, 5.96 mmol) in N,N-dimethylacetamide at 160° C. for 8 hours. Following working up similar to Example 2 and additional washing with aqueous 5% ethylenediamine solution, 2-ethylhexyl 2-amino-5-cyano-3-methylbenzoate (1.45 g, 76.7% of theory, 89.1 area % LC) was obtained as a brown oil. Starting materials: O=C([O-])[O-], CN1CCNCC1, CS(C)=O, N#Cc1ccc(F)cc1, [K+], [K+], O. Yields the product CN1CCN(c2ccc(C#N)cc2)CC1. Reaction SMILES: [C:17](=[O:18])([O-:19])[O-:20].[CH3:10][N:11]1[CH2:12][CH2:13][NH:14][CH2:15][CH2:16]1.[CH3:24][S:25]([CH3:26])=[O:27].[F:1][c:2]1[cH:3][cH:4][c:5]([C:6]#[N:7])[cH:8][cH:9]1.[K+:21].[K+:22].[OH2:23]>>[c:2]1([N:14]2[CH2:13][CH2:12][N:11]([CH3:10])[CH2:16][CH2:15]2)[cH:3][cH:4][c:5]([C:6]#[N:7])[cH:8][cH:9]1. Reactants: CO (methanol), P(Cl)(Cl)(Cl)(Cl)Cl (phosphorous pentachloride), O=C1OCC(C1)C=1CS[C@H]2N(C1C(=O)OC(C)(C)C)C([C@H]2NC(COC2=CC=CC=C2)=O)=O (t-butyl (6R,7R)-3-[(4RS)-2-oxotetrahydrofuran-4-yl]-7-phenoxyacetamidoceph-3-em-4-carboxylate), CN1CCOCC1 (N-methylmorpholine). The solvent is ClCCl (dichloromethane), ClCCl (dichloromethane), O (water). Conditions: time 0.5 hour. The product is N[C@H]1[C@@H]2N(C(=C(CS2)C2CC(OC2)=O)C(=O)OC(C)(C)C)C1=O (t-Butyl (6R,7R)-7-amino-3-[(4RS)-2-oxotetrahydrofuran-4-yl]ceph-3-em-4-carboxylate). Yield: 29.4%. RXN SMILES: P(Cl)(Cl)(Cl)(Cl)Cl.[O:7]=[C:8]1[CH2:12][CH:11]([C:13]2[CH2:14][S:15][C@@H:16]3[C@H:27]([NH:28]C(=O)COC4C=CC=CC=4)[C:26](=[O:39])[N:17]3[C:18]=2[C:19]([O:21][C:22]([CH3:25])([CH3:24])[CH3:23])=[O:20])[CH2:10][O:9]1.CN1CCOCC1.CO>ClCCl.O>[NH2:28][C@@H:27]1[C:26](=[O:39])[N:17]2[C:18]([C:19]([O:21][C:22]([CH3:23])([CH3:24])[CH3:25])=[O:20])=[C:13]([CH:11]3[CH2:10][O:9][C:8](=[O:7])[CH2:12]3)[CH2:14][S:15][C@H:16]12. Reported procedure: A solution of phosphorous pentachloride (0.380 g, 1.8 mmol) in dichloromethane (9.5 ml) was added to t-butyl (6R,7R)-3-[(4RS)-2-oxotetrahydrofuran-4-yl]-7-phenoxyacetamidoceph-3-em-4-carboxylate (0.554 g, 1.2 mmol) and N-methylmorpholine (265 μh, 2.4 mmol) in dichloromethane (15 ml) at <-20° C. under argon. Stirred 0.5 h at -15°±5° C. then methanol (3.5 ml) added, stirred 0.75 h then water (10 ml) added and stirred vigorously 1 h. The dichloromethane was removed in vacuo. ethyl acetate added and... Starting materials: O1C=CC=C1 (furan), C(C)(C)(C)Cl (tert.butyl chloride). Reagents/catalysts: [O-2].[Fe+3].[O-2].[O-2].[Fe+3] (iron (III) oxide), [Fe](Cl)(Cl)Cl (iron (III) cloride). Solvent: ClCCl (Dichloromethane). Reaction conditions: temperature 40 celsius, time 1.5 hour. The product is C(C)(C)(C)C=1OC(=CC1)C(C)(C)C (2,5-di-tert.butylfuran). Isolated yield 35.5%. As a reaction SMILES: [O:1]1[CH:5]=[CH:4][CH:3]=[CH:2]1.[C:6](Cl)([CH3:9])([CH3:8])[CH3:7]>[O-2].[Fe+3].[O-2].[O-2].[Fe+3].[Fe](Cl)(Cl)Cl.ClCCl>[C:6]([C:2]1[O:1][C:5]([C:6]([CH3:9])([CH3:8])[CH3:7])=[CH:4][CH:3]=1)([CH3:9])([CH3:8])[CH3:7] |f:2.3.4.5.6|. Procedure details: Dichloromethane (1275 g), iron (III) oxide (200 g) and iron (III) cloride (5.0 g) were charged to a reaction vessel and the stirred mixture was heated to reflux temperature (ca. 40° C.). A mixture of furan (85.1 g) and tert.butyl chloride (289.3 g) was then run into the solvent/catalyst mixture during about 1.5 hours, and the mixture was then maintained at reflux temperature, with stirring, for a further 1.5 hours after the addition was complete. The reaction mixture was then filtered to remove ... Reactants: COC(C(CN(C1=NC(=NC=C1[N+](=O)[O-])Cl)CC=C)C)=O ((rac)-3-[allyl-(2-chloro-5-nitro-pyrimidin-4-yl)-amino]-2-methyl-propanoic acid methyl ester). The reagents and catalysts are [Fe] (iron). Run in C(C)(=O)O (acetic acid). Product: C(C=C)N1C2=C(NC(C(C1)C)=O)C=NC(=N2)Cl ((rac)-9-allyl-2-chloro-7-methyl-5,7,8,9-tetrahydro-pyrimido[4,5-b][1,4]diazepin-6-one). Isolated yield 277.0%. Reaction SMILES: C[O:2][C:3](=O)[CH:4]([CH3:20])[CH2:5][N:6]([CH2:17][CH:18]=[CH2:19])[C:7]1[C:12]([N+:13]([O-])=O)=[CH:11][N:10]=[C:9]([Cl:16])[N:8]=1>[Fe].C(O)(=O)C>[CH2:17]([N:6]1[CH2:5][CH:4]([CH3:20])[C:3](=[O:2])[NH:13][C:12]2[CH:11]=[N:10][C:9]([Cl:16])=[N:8][C:7]1=2)[CH:18]=[CH2:19]. Procedure details: To a solution of 2.55 g (0.002 mole) of (rac)-3-[allyl-(2-chloro-5-nitro-pyrimidin-4-yl)-amino]-2-methyl-propanoic acid methyl ester (IV-65) and 20 mL of acetic acid, was added 2.55 g (0.0457 g-atom) of iron powder. The mixture was heated at 80 degrees for 2 hours and then filtered through Celite while still hot. The filter cake was washed with 100 mL of ethyl acetate. The filtrate was washed successively with 100 mL of water, 100 mL of 7.4 M ammonium hydroxide, 100 mL of water and 100 mL of bri...